This data is from the Open Reaction Database (ORD), a public repository of structured organic reaction records. The task is: describe an organic reaction: reactants, conditions, products, and yield Starting materials: I/C=C/C=1C(CCCC1C)=O ((E)-2-(2-iodoethenyl)-3-methyl-2-cyclohexen-1-one), I/C=C/C=1C(CCC(C1)(C)C)=O ((E) -2-(2-iodoethenyl) -4,4-dimethyl-2-cyclohexen-1 -one), C(#C)C1=CC=C(C(=O)OCC)C=C1 (ethyl 4-ethynylbenzoate). The reagents and catalysts are C1=CC=C(C=C1)P(C2=CC=CC=C2)C3=CC=CC=C3.C1=CC=C(C=C1)P(C2=CC=CC=C2)C3=CC=CC=C3.Cl[Pd]Cl (bis(triphenylphosphine)palladium (II) chloride), [Cu]I (copper (I) iodide). Run in C(C)N(CC)CC (triethylamine). Reaction conditions: temperature 40 celsius, time 3 hour. Product: CC1(C=C(C(CC1)=O)/C=C/C#CC1=CC=C(C(=O)OCC)C=C1)C (Ethyl (E)-4-(4-(4,4-Dimethyl-2-cyclohexen-l-on-2-yl)but-3-ene-1-yn1-yl)benzoate). As a reaction SMILES: I/C=C/C1C(=O)CCCC=1C.I/[CH:13]=[CH:14]/[C:15]1[C:16](=[O:23])[CH2:17][CH2:18][C:19]([CH3:22])([CH3:21])[CH:20]=1.[C:24]([C:26]1[CH:36]=[CH:35][C:29]([C:30]([O:32][CH2:33][CH3:34])=[O:31])=[CH:28][CH:27]=1)#[CH:25]>C1C=CC(P(C2C=CC=CC=2)C2C=CC=CC=2)=CC=1.C1C=CC(P(C2C=CC=CC=2)C2C=CC=CC=2)=CC=1.Cl[Pd]Cl.[Cu]I.C(N(CC)CC)C>[CH3:21][C:19]1([CH3:22])[CH2:18][CH2:17][C:16](=[O:23])[C:15](/[CH:14]=[CH:13]/[C:25]#[C:24][C:26]2[CH:36]=[CH:35][C:29]([C:30]([O:32][CH2:33][CH3:34])=[O:31])=[CH:28][CH:27]=2)=[CH:20]1 |f:3.4.5|. Procedure: A solution of (E)-2-(2-iodoethenyl)-3-methyl-2-cyclohexen-1-one (Compound 19, 0.22 g, 0.797 mmol), ethyl 4-ethynylbenzoate (0.167 g, 0.956 mmol) and triethylamine (9.5 mL) was purged with argon for 10 minutes, and then treated with bis(triphenylphosphine)palladium (II) chloride (28 mg, 0.04 mmol) and copper (I) iodide (8 mg, 0.04 mmol). The solution was stirred 40° C. for 3 hours, and concentrated under a water aspirator vacuum. The residue was dissolved in ethyl acetate and washed with saturate... The reactants are CC(C)C[Al+]CC(C)C, CO, ClCCl, [H-], COC(=O)CCc1ccc(OCCCc2ccccc2)cc1. Product: O=CCCc1ccc(OCCCc2ccccc2)cc1. Reaction SMILES: [CH2:29]([Al+:30][CH2:31][CH:32]([CH3:33])[CH3:34])[CH:35]([CH3:36])[CH3:37].[CH3:23][OH:24].[Cl:25][CH2:26][Cl:27].[H-:28].[c:1]1([CH2:7][CH2:8][CH2:9][O:10][c:11]2[cH:12][cH:13][c:14]([CH2:17][CH2:18][C:19](=[O:20])[O:21][CH3:22])[cH:15][cH:16]2)[cH:2][cH:3][cH:4][cH:5][cH:6]1>>[c:1]1([CH2:7][CH2:8][CH2:9][O:10][c:11]2[cH:12][cH:13][c:14]([CH2:17][CH2:18][CH:19]=[O:20])[cH:15][cH:16]2)[cH:2][cH:3][cH:4][cH:5][cH:6]1. The reactants are CCc1ncccc1Oc1cc(Sc2ccccn2)cnc1Nc1nc(C2OC3(CCCCC3)OC2COC)ns1, CCO, Cl. Product: CCc1ncccc1Oc1cc(Sc2ccccn2)cnc1Nc1nc(C(O)C(O)COC)ns1, Cl. RXN SMILES: [CH2:1]([CH3:2])[c:3]1[n:4][cH:5][cH:6][cH:7][c:8]1[O:9][c:10]1[c:11]([NH:23][c:24]2[n:25][c:26]([CH:29]3[O:30][C:31]4([O:32][CH:33]3[CH2:34][O:35][CH3:36])[CH2:37][CH2:38][CH2:39][CH2:40][CH2:41]4)[n:27][s:28]2)[n:12][cH:13][c:14]([S:16][c:17]2[n:18][cH:19][cH:20][cH:21][cH:22]2)[cH:15]1.[CH3:43][CH2:44][OH:45].[ClH:42]>>[CH2:1]([CH3:2])[c:3]1[n:4][cH:5][cH:6][cH:7][c:8]1[O:9][c:10]1[c:11]([NH:23][c:24]2[n:25][c:26]([CH:29]([OH:30])[CH:33]([OH:32])[CH2:34][O:35][CH3:36])[n:27][s:28]2)[n:12][cH:13][c:14]([S:16][c:17]2[n:18][cH:19][cH:20][cH:21][cH:22]2)[cH:15]1.[ClH:42].